This data is from the Open Reaction Database (ORD), a public repository of structured organic reaction records. The task is: describe an organic reaction: reactants, conditions, products, and yield The reactants are C1CCOC1, COC(=O)CC(C)CC(=O)O. Yields the product COC(=O)CC(C)CCO. RXN SMILES: [CH2:12]1[O:13][CH2:14][CH2:15][CH2:16]1.[CH3:1][O:2][C:3]([CH2:4][CH:5]([CH2:6][C:7](=[O:8])[OH:9])[CH3:10])=[O:11]>>[CH3:1][O:2][C:3]([CH2:4][CH:5]([CH2:6][CH2:7][OH:8])[CH3:10])=[O:11]. The reactants are ClC1=CC=CC2=C1N=CS2 (4-chlorobenzothiazole), BrC1=CC=CC=C1 (1-bromobenzene), Mg. The reagents and catalysts are [Pd] (Pd), C=1C=CC(=CC1)[P](C=2C=CC=CC2)(C=3C=CC=CC3)[Pd]([P](C=4C=CC=CC4)(C=5C=CC=CC5)C=6C=CC=CC6)([P](C=7C=CC=CC7)(C=8C=CC=CC8)C=9C=CC=CC9)[P](C=1C=CC=CC1)(C=1C=CC=CC1)C=1C=CC=CC1 (Pd(PPh3)4), [Cl-].[Zn+2].[Cl-] (zinc chloride). The solvent is C1CCOC1 (THF), C1CCOC1 (THF), C1CCOC1 (THF). Run at time 2 hour. Yields the product C1(=CC=CC=C1)C1=CC=CC2=C1N=CS2 (4-phenylbenzo[d]thiazole). Yield: 91.0%. RXN SMILES: Br[C:2]1[CH:7]=[CH:6][CH:5]=[CH:4][CH:3]=1.Cl[C:9]1[C:14]2[N:15]=[CH:16][S:17][C:13]=2[CH:12]=[CH:11][CH:10]=1>C1COCC1.[Cl-].[Zn+2].[Cl-].[Pd].C1C=CC([P]([Pd]([P](C2C=CC=CC=2)(C2C=CC=CC=2)C2C=CC=CC=2)([P](C2C=CC=CC=2)(C2C=CC=CC=2)C2C=CC=CC=2)[P](C2C=CC=CC=2)(C2C=CC=CC=2)C2C=CC=CC=2)(C2C=CC=CC=2)C2C=CC=CC=2)=CC=1>[C:2]1([C:9]2[C:14]3[N:15]=[CH:16][S:17][C:13]=3[CH:12]=[CH:11][CH:10]=2)[CH:7]=[CH:6][CH:5]=[CH:4][CH:3]=1 |f:3.4.5,^1:30,32,51,70|. Reported procedure: a 500 mL 2-neck round-bottomed flask was equipped with a reflux condenser and replaced by nitrogen. 70 mL of THF that was dried with Mg metal (0.11 mol) was added to the above flask and then, 1-bromobenzene (0.10 mol) was added in a dropwise fashion. The reaction was significantly exodermic and thus a cooling bath was equipped to reduce the temperature inside the reactor less than 50° C. It was agitated for 2 hours at room temperature, zinc chloride (0.1 μmol) was added with 100 mL of THF, and f... Starting materials: CC1=C(C(=NO1)C1=CC=CC=C1)COC1=NC=C(C(=O)O)C=C1 (6-(5-methyl-3-phenyl-isoxazol-4-ylmethoxy)-nicotinic acid), N1CCSCC1 (thiomorpholine). The product is CC1=C(C(=NO1)C1=CC=CC=C1)COC1=CC=C(C=N1)C(=O)N1CCSCC1 ([6-(5-Methyl-3-phenyl-isoxazol-4-ylmethoxy)-pyridin-3-yl]-thiomorpholin-4-yl-methanone). Isolated yield 97.0%. RXN SMILES: [CH3:1][C:2]1[O:6][N:5]=[C:4]([C:7]2[CH:12]=[CH:11][CH:10]=[CH:9][CH:8]=2)[C:3]=1[CH2:13][O:14][C:15]1[CH:23]=[CH:22][C:18]([C:19]([OH:21])=O)=[CH:17][N:16]=1.[NH:24]1[CH2:29][CH2:28][S:27][CH2:26][CH2:25]1>>[CH3:1][C:2]1[O:6][N:5]=[C:4]([C:7]2[CH:8]=[CH:9][CH:10]=[CH:11][CH:12]=2)[C:3]=1[CH2:13][O:14][C:15]1[N:16]=[CH:17][C:18]([C:19]([N:24]2[CH2:29][CH2:28][S:27][CH2:26][CH2:25]2)=[O:21])=[CH:22][CH:23]=1. Procedure: As described for example 12, 6-(5-methyl-3-phenyl-isoxazol-4-ylmethoxy)-nicotinic acid (450 mg, 1.45 mmol) was converted using thiomorpholine instead of 2,2,2-trifluoroethylamine to the title compound (SiO2, heptane:ethyl acetate=80:20 to 20:80, 560 mg, 97%) which was obtained as a white solid. MS: m/e=396.1 [M+H]+. Starting materials: C(C)(C)(C)OC(=O)C1C2C3C4C=CC(C3C(C1)C2)C4 (8-t-butoxycarbonyltetracyclo[4.4.0.12,5.17,10]dodeca-3-ene), C12C=CC(CC1)C2 (norbornene), C(C)(C)(C)OC(=O)COC(=O)C1C2C=CC(C1C(=O)OCC(=O)OC(C)(C)C)C2 (5,6-di(t-butoxycarbonylmethoxycarbonyl)norbornene), C12C3C=CC(C2C2CCC1C2)C3 (tetracyclo[4.4.0.12,5.17,10]dodeca-3-ene), C(C)(C)(C)OC(=O)C1C2C=CC(C1)C2 (5-t-butoxycarbonylnorbornene), C(C)(C)(C)OC(=O)C1C2C=CC(C1C(=O)OC(C)(C)C)C2 (5,6-di(t-butoxycarbonyl)norbornene), C12C3C=CC(C2C2CCC1C2)C3 (tetracyclo[4.4.0.12,5.17,10]dodeca-3-ene). Yields the product O1C(CCCC1)OC(=O)C1C2C3C4C=CC(C3C(C1C(=O)OC1OCCCC1)C2)C4 (8,9-di(tetrahydropyranyloxycarbonyl)tetracyclo[4.4.0.12,5.17,10]dodeca-3-ene). Reaction SMILES: [CH:1]12[CH2:7][CH:4]([CH2:5][CH2:6]1)C=C2.C(O[C:13]([CH:15]1[CH2:20][CH:19]2[CH2:21]C1C=C2)=[O:14])(C)(C)C.C([O:26][C:27]([CH:29]1[CH:34]([C:35]([O:37]C(C)(C)C)=[O:36])[CH:33]2[CH2:42][CH:30]1[CH:31]=[CH:32]2)=[O:28])(C)(C)C.C(OC(COC([CH:54]1[CH:59]([C:60]([O:62][CH2:63][C:64](OC(C)(C)C)=O)=O)C2CC1C=C2)=O)=O)(C)(C)C.C(OC(C1CC2CC1C1C2C2CC1C=C2)=O)(C)(C)C.C12C3CC(CC3)C1C1CC2C=C1>>[O:62]1[CH2:60][CH2:59][CH2:54][CH2:64][CH:63]1[O:26][C:27]([CH:29]1[CH:34]([C:35]([O:37][CH:21]2[CH2:19][CH2:20][CH2:15][CH2:13][O:14]2)=[O:36])[CH:33]2[CH2:42][CH:30]1[CH:31]1[CH:32]2[CH:6]2[CH2:5][CH:4]1[CH:7]=[CH:1]2)=[O:28]. Reported procedure: Of these norbornene derivativeses (β-1), 5-t-butoxycarbonylnorbornene, 5,6-di(t-butoxycarbonyl)norbornene, 5,6-di(t-butoxycarbonylmethoxycarbonyl)norbornene, 8-t-butoxycarbonyltetracyclo[4.4.0.12,5.17,10]dodeca-3-ene, 8-methyl-8-t-butoxycarbonyl)tetracyclo[4.4.0.12,5.17,10]dodeca-3-ene, 8-methyl-8-t-butoxycarbonylmethoxycarbonyl)tetracyclo[4.4.0.12,5.17,10]dodeca-3-ene, and the like are preferable. Starting materials: CN(C=CC1=CC=C(C=2C=COC21)[N+](=O)[O-])C (dimethyl[2-(4-nitrobenzofur-7-yl)vinyl]amine), NOS(=O)(=O)O (hydroxylamine-O-sulfonic acid), CN(C=O)C (dimethylformamide). Run in C(C)OCC (diethyl ether). Run at time 15 minute. The product is [N+](=O)([O-])C1=CC=C(C2=C1C=CO2)CC#N ((4-Nitrobenzofur-7-yl)acetonitrile). Isolated yield 69.6%. As a reaction SMILES: C[N:2](C)[CH:3]=[CH:4][C:5]1[C:13]2[O:12][CH:11]=[CH:10][C:9]=2[C:8]([N+:14]([O-:16])=[O:15])=[CH:7][CH:6]=1.NOS(O)(=O)=O.CN(C)C=O>C(OCC)C>[N+:14]([C:8]1[C:9]2[CH:10]=[CH:11][O:12][C:13]=2[C:5]([CH2:4][C:3]#[N:2])=[CH:6][CH:7]=1)([O-:16])=[O:15]. Reported procedure: Add dimethyl[2-(4-nitrobenzofur-7-yl)vinyl]amine (4.8 g, 20.6 mmol) and hydroxylamine-O-sulfonic acid (4.6 g, 40.6 mmol) to dimethylformamide (45 mL) and stir at room temperature for 15 minutes. Heat at 100° C. under nitrogen for 1 hour, cool to room temperature, dilute with diethyl ether, and wash with water and aqueous saturated sodium chloride. Dry over anhydrous magnesium sulfate, filter, and concentrate under reduced pressure. Chromatography on flash silica using 85% hexane, 15% ethyl aceta... Starting materials: FC=1C=C(N)C=C(C1OC1=C2C(=NC=C1)NC=C2Cl)F (3,5-difluoro-4-[(3-chloro-1H-pyrrolo[2,3-b]pyridin-4-yl)oxy]aniline), [OH-].[Na+] (sodium hydroxide), ClC1=NC(=NC(=C1)Cl)N (4,6-dichloropyrimidine-2-amine), Cl (hydrochloric acid). Run in O.C(C)O (water ethanol). Yields the product ClC1=CC(=NC(=N1)N)NC1=CC(=C(C(=C1)F)OC1=C2C(=NC=C1)NC=C2Cl)F (6-Chloro-N4-{4-[(3-chloro-1H-pyrrolo[2,3-b]pyridin-4-yl)oxy]-3,5-difluorophenyl}pyrimidine-2,4-diamine). Reaction SMILES: [F:1][C:2]1[CH:3]=[C:4]([CH:6]=[C:7]([F:20])[C:8]=1[O:9][C:10]1[CH:15]=[CH:14][N:13]=[C:12]2[NH:16][CH:17]=[C:18]([Cl:19])[C:11]=12)[NH2:5].[Cl:21][C:22]1[CH:27]=[C:26](Cl)[N:25]=[C:24]([NH2:29])[N:23]=1.Cl.[OH-].[Na+]>O.C(O)C>[Cl:21][C:22]1[N:23]=[C:24]([NH2:29])[N:25]=[C:26]([NH:5][C:4]2[CH:6]=[C:7]([F:20])[C:8]([O:9][C:10]3[CH:15]=[CH:14][N:13]=[C:12]4[NH:16][CH:17]=[C:18]([Cl:19])[C:11]=34)=[C:2]([F:1])[CH:3]=2)[CH:27]=1 |f:3.4,5.6|. Procedure: 162 mg (0.55 mmol) of 3,5-difluoro-4-[(3-chloro-1H-pyrrolo[2,3-b]pyridin-4-yl)oxy]aniline and 90 mg (0.55 mmol) of 4,6-dichloropyrimidine-2-amine are suspended in 6 ml of water/ethanol 1:1. 56 μl (0.65 mmol) of 37% strength hydrochloric acid are added, and the mixture is heated at reflux for 3 h. Using 1N aqueous sodium hydroxide solution, the pH is adjusted to 7, and the mixture is extracted with ethyl acetate. The organic phase is washed with saturated sodium chloride solution, dried over magn...